This data is from the Open Reaction Database (ORD), a public repository of structured organic reaction records. The task is: describe an organic reaction: reactants, conditions, products, and yield Starting materials: CC=1C=C(C=C(C1OC1=CC(=C(C=C1)OC)C(C)C)C)[N+](=O)[O-] (3,5-Dimethyl-4-(3'-isopropyl-4'-methoxyphenoxy)-nitrobenzene). The reagents and catalysts are [Pt] (platinum on carbon). Run in C(C)O (ethanol). Product: CC=1C=C(N)C=C(C1OC1=CC(=C(C=C1)OC)C(C)C)C (3,5-dimethyl-4-(3'-isopropyl-4'-methoxyphenoxy)-aniline). Reaction SMILES: [CH3:1][C:2]1[CH:3]=[C:4]([N+:21]([O-])=O)[CH:5]=[C:6]([CH3:20])[C:7]=1[O:8][C:9]1[CH:14]=[CH:13][C:12]([O:15][CH3:16])=[C:11]([CH:17]([CH3:19])[CH3:18])[CH:10]=1>[Pt].C(O)C>[CH3:20][C:6]1[CH:5]=[C:4]([CH:3]=[C:2]([CH3:1])[C:7]=1[O:8][C:9]1[CH:14]=[CH:13][C:12]([O:15][CH3:16])=[C:11]([CH:17]([CH3:18])[CH3:19])[CH:10]=1)[NH2:21]. Reported procedure: 3,5-Dimethyl-4-(3'-isopropyl-4'-methoxyphenoxy)-nitrobenzene (6.0 g) and 600 mg of 10% platinum on carbon in 200 ml ethanol are hydrogenated on a Parr shaker. Catalyst is removed by filtration through Celite and the filtrate is stripped to afford 3,5-dimethyl-4-(3'-isopropyl-4'-methoxyphenoxy)-aniline.